This data is from the Open Reaction Database (ORD), a public repository of structured organic reaction records. The task is: describe an organic reaction: reactants, conditions, products, and yield The reactants are OO (Hydrogen peroxide), N1=CC(=CC(=C1)C)C (3,5-lutidine), C(C)(=O)O (acetic acid), OO (hydrogen peroxide). Conditions: temperature 90 celsius, time 3 hour. RXN SMILES: [N:1]1[CH:6]=[C:5]([CH3:7])[CH:4]=[C:3]([CH3:8])[CH:2]=1.[OH:9]O.[C:11](O)(=[O:13])C>>[CH3:8][C:3]1[CH:2]=[N+:1]([O-:9])[CH:6]=[C:5]([CH3:7])[C:4]=1[O:13][CH3:11]. The product is CC=1C=[N+](C=C(C1OC)C)[O-] (3,5-dimethyl-4-methoxy-pyridine-N-oxide). Reported procedure: 3,5-lutidine (15 kg, 140.2 moles) was dissolved in acetic acid (48 l) at 60° C. Hydrogen peroxide (8430 ml, 98 moles) was added during 3 hours. The solution was heated to 90° C. and kept at this temperature for 3 hours. The reaction mixture was cooled to 60° C. and hydrogen peroxide (3500 ml, 41 moles) was added during 1 hour. The temperature was raised to 90° C. and kept there for 16 hours. The reaction mixture was evaporated at reduced pressure (70° C. 300 mm Hg). The residue (approx 25 liters... Reactants: 101.4, IC (iodomethane), O(CC)CC (1,1'-oxybisethane), [Li] (lithium), O(CC)CC (1,1'-oxybisethane), COC=1C=C(C=CC1)NC1(CCN(CC1)CCC1=CC=CC=C1)C(=O)O (4-[(3-methoxyphenyl)amino]-1-(2-phenylethyl)-4-piperidinecarboxylic acid), O (water), 244, O(CC)CC (1,1'-oxybisethane). The yield is 96.5%. Procedure: To start the reaction, a small amount of a solution of 101.4 parts of iodomethane in 81 parts of dry 1,1'-oxybisethane is dropped to a stirred solution of 8.95 parts of lithium in 81 parts of dry 1,1'-oxybisethane. After the addition of 244 parts of dry 1,1'-oxybisethane, the remainder of the solution is added dropwise at reflux temperature. Stirring at reflux is continued for one hour. Then there are added portionwise 23 parts of 4-[(3-methoxyphenyl)amino]-1-(2-phenylethyl)-4-piperidinecarboxyl... Conditions: time 1 hour. RXN SMILES: IC.[O:3](CC)[CH2:4]C.[Li].[CH3:9][O:10][C:11]1[CH:12]=[C:13]([NH:17][C:18]2([C:32]([OH:34])=[O:33])[CH2:23][CH2:22][N:21]([CH2:24][CH2:25][C:26]3[CH:31]=[CH:30][CH:29]=[CH:28][CH:27]=3)[CH2:20][CH2:19]2)[CH:14]=[CH:15][CH:16]=1.[OH2:35]>>[C:32]([OH:34])(=[O:33])[C:18]([OH:3])=[O:35].[CH3:9][O:10][C:11]1[CH:12]=[C:13]([NH:17][C:18]2([C:32](=[O:33])[CH3:4])[CH2:23][CH2:22][N:21]([CH2:24][CH2:25][C:26]3[CH:27]=[CH:28][CH:29]=[CH:30][CH:31]=3)[CH2:20][CH2:19]2)[CH:14]=[CH:15][CH:16]=1 |f:5.6,^1:7|. The product is C(C(=O)O)(=O)O.COC=1C=C(C=CC1)NC1(CCN(CC1)CCC1=CC=CC=C1)C(C)=O (1-{4-[(3-methoxyphenyl)amino]-1-(2-phenylethyl)-4-piperidinyl}ethanone ethanedioate). The reactants are CP(=O)(C)CN1CCC2(CC1)OC(C1=CC=C(C=C12)OC)C1=CC=CC=C1 (1,3-dihydro-1'-dimethylphosphinylmethyl-6-methoxy-3-phenylspiro[isobenzofuran-1,4'-piperidine]), Br (hydrobromic acid), C([O-])(O)=O.[Na+] (sodium bicarbonate). Solvent: O (water). Product: CP(=O)(C)CN1CCC2(CC1)OC(C1=CC=C(C=C12)O)C1=CC=CC=C1 (1,3-dihydro-1'-dimethylphosphinylmethyl-6-hydroxy-3-phenylspiro[isobenzofuran-1,4'-piperidine]). As a reaction SMILES: [CH3:1][P:2]([CH2:5][N:6]1[CH2:11][CH2:10][C:9]2([C:19]3[C:14](=[CH:15][CH:16]=[C:17]([O:20]C)[CH:18]=3)[CH:13]([C:22]3[CH:27]=[CH:26][CH:25]=[CH:24][CH:23]=3)[O:12]2)[CH2:8][CH2:7]1)([CH3:4])=[O:3].Br.C(=O)(O)[O-].[Na+]>O>[CH3:4][P:2]([CH2:5][N:6]1[CH2:7][CH2:8][C:9]2([C:19]3[C:14](=[CH:15][CH:16]=[C:17]([OH:20])[CH:18]=3)[CH:13]([C:22]3[CH:23]=[CH:24][CH:25]=[CH:26][CH:27]=3)[O:12]2)[CH2:10][CH2:11]1)([CH3:1])=[O:3] |f:2.3|. Procedure: A solution of 1,3-dihydro-1'-dimethylphosphinylmethyl-6-methoxy-3-phenylspiro[isobenzofuran-1,4'-piperidine] and 48% hydrobromic acid is heated under reflux, cooled, diluted with water, neutralized with sodium bicarbonate and extracted with chloroform. The chloroform solution is dried and the chloroform evaporated off, affording 1,3-dihydro-1'-dimethylphosphinylmethyl-6-hydroxy-3-phenylspiro[isobenzofuran-1,4'-piperidine]. In an analogous manner, 1,3-dihydro-1'-dimethylphosphinylmethyl-5-methoxy... Starting materials: C(=O)OCCN1C=C(C(C2=CC=C(N=C12)C)=O)C(=O)O (1(2-Formyloxyethyl)-1,4-dihydro-7-methyl-4-oxo-1,8-naphthyridine-3-carboxylic acid), N,N'-carbonyldiimidazole, NC1=NN=NN1 (5-Amino-1H-tetrazole). The solvent is CN(C=O)C (dimethylformamide). Run at time 1 hour. Yields the product C(=O)OCCN1C=C(C(C2=CC=C(N=C12)C)=O)C(=O)NC1=NN=NN1 (1(2-Formyloxyethyl)-1,4-dihydro-7-methyl-4-oxo-N(1H-tetrazol-5-yl)-1,8-naphthyridine-3-carboxamide). As a reaction SMILES: [CH:1]([O:3][CH2:4][CH2:5][N:6]1[C:15]2[C:10](=[CH:11][CH:12]=[C:13]([CH3:16])[N:14]=2)[C:9](=[O:17])[C:8]([C:18]([OH:20])=O)=[CH:7]1)=[O:2].[NH2:21][C:22]1[NH:26][N:25]=[N:24][N:23]=1>CN(C)C=O>[CH:1]([O:3][CH2:4][CH2:5][N:6]1[C:15]2[C:10](=[CH:11][CH:12]=[C:13]([CH3:16])[N:14]=2)[C:9](=[O:17])[C:8]([C:18]([NH:21][C:22]2[NH:26][N:25]=[N:24][N:23]=2)=[O:20])=[CH:7]1)=[O:2]. Procedure details: 1(2-Formyloxyethyl)-1,4-dihydro-7-methyl-4-oxo-1,8-naphthyridine-3-carboxylic acid (1.3 g) and N,N'-carbonyldiimidazole (0.8 g) in dimethylformamide (25 ml) were heated at 80° for 5 hours. 5-Amino-1H-tetrazole (0.45 g) was added and the mixture was stirred at 80° for 1 hour. The solid was collected and dried, m.p. 268.5°-269° (d), (40%). Starting materials: O (Water), C(C)(=O)Cl (acetyl chloride), C(Cl)Cl (methylene chloride), N(=[N+]=[N-])CCOCCOCCOCCOCC(=O)O (14-azido-3,6,9,12-tetraoxatetradecanoic acid). The solvent is C(C)O (ethanol), C(C)O (ethanol). Conditions: time 1 hour. The product is Cl (hydrogen chloride), NCCOCCOCCOCCOCC(=O)OCC (ethyl 14-amino-3,6,9,12-tetraoxatetradecanoate). RXN SMILES: [C:1]([Cl:4])(=O)[CH3:2].[N:5]([CH2:8][CH2:9][O:10][CH2:11][CH2:12][O:13][CH2:14][CH2:15][O:16][CH2:17][CH2:18][O:19][CH2:20][C:21]([OH:23])=[O:22])=[N+]=[N-].O.C(Cl)Cl>C(O)C>[ClH:4].[NH2:5][CH2:8][CH2:9][O:10][CH2:11][CH2:12][O:13][CH2:14][CH2:15][O:16][CH2:17][CH2:18][O:19][CH2:20][C:21]([O:23][CH2:1][CH3:2])=[O:22]. Procedure: A solution of anhydrous hydrogen chloride in ethanol was prepared by slow addition of acetyl chloride (100 mL) to anhydrous ethanol (500 mL), followed by stirring at room temperature for one hour. 3 (44 g) was added and the solution stirred for one hour. Water (1 L) was added and the solution -extracted with methylene chloride (3×). The solvent was removed on a rotovap and the residue dissolved in ethanol. Activated charcoal was added and the mixture stirred for approximately half an hour after ... Reactants: Br, Br, N#CCCCCl, Fc1ccc(Cn2c(NC3CCNCC3)nc3ccccc32)cc1, [Na+], [Na+], O=C([O-])[O-], CN(C)C=O, O. The product is N#CCCCN1CCC(Nc2nc3ccccc3n2Cc2ccc(F)cc2)CC1. Reaction SMILES: [BrH:7].[BrH:8].[Cl:1][CH2:2][CH2:3][CH2:4][C:5]#[N:6].[F:9][c:10]1[cH:11][cH:12][c:13]([CH2:16][n:17]2[c:18]([NH:26][CH:27]3[CH2:28][CH2:29][NH:30][CH2:31][CH2:32]3)[n:19][c:20]3[c:21]2[cH:22][cH:23][cH:24][cH:25]3)[cH:14][cH:15]1.[Na+:33].[Na+:34].[O-:35][C:36](=[O:37])[O-:38].[O:39]=[CH:40][N:41]([CH3:42])[CH3:43].[OH2:44]>>[CH2:2]([CH2:3][CH2:4][C:5]#[N:6])[N:30]1[CH2:29][CH2:28][CH:27]([NH:26][c:18]2[n:17]([CH2:16][c:13]3[cH:12][cH:11][c:10]([F:9])[cH:15][cH:14]3)[c:21]3[c:20]([n:19]2)[cH:25][cH:24][cH:23][cH:22]3)[CH2:32][CH2:31]1. The product is COC=1C=CC(=C(C1)C=1C=CC(=NC1)C(=O)NCCC(=O)O)CNC1=CC=C(C=C1)C1=CC=C(C=C1)C(F)(F)F (3-(5-(5-methoxy-2-(((4′-(trifluoromethyl)-[1,1′-biphenyl]-4-yl)amino)methyl)phenyl)picolinamido)propanoic acid). Starting materials: aqueous solution, [OH-].[Na+] (NaOH), C1CCOC1 (THF), COC=1C=CC(=C(C1)C=1C=CC(=NC1)C(=O)NCCC(=O)OCC)CNC1=CC=C(C=C1)C1=CC=C(C=C1)C(F)(F)F (ethyl 3-(5-(5-methoxy-2-(((4′-(trifluoromethyl)-[1,1′-biphenyl]-4-yl)amino)methyl)phenyl)picolinamido)propanoate). Reaction SMILES: [OH-].[Na+].C1COCC1.[CH3:8][O:9][C:10]1[CH:11]=[CH:12][C:13]([CH2:32][NH:33][C:34]2[CH:39]=[CH:38][C:37]([C:40]3[CH:45]=[CH:44][C:43]([C:46]([F:49])([F:48])[F:47])=[CH:42][CH:41]=3)=[CH:36][CH:35]=2)=[C:14]([C:16]2[CH:17]=[CH:18][C:19]([C:22]([NH:24][CH2:25][CH2:26][C:27]([O:29]CC)=[O:28])=[O:23])=[N:20][CH:21]=2)[CH:15]=1>CO>[CH3:8][O:9][C:10]1[CH:11]=[CH:12][C:13]([CH2:32][NH:33][C:34]2[CH:39]=[CH:38][C:37]([C:40]3[CH:41]=[CH:42][C:43]([C:46]([F:48])([F:49])[F:47])=[CH:44][CH:45]=3)=[CH:36][CH:35]=2)=[C:14]([C:16]2[CH:17]=[CH:18][C:19]([C:22]([NH:24][CH2:25][CH2:26][C:27]([OH:29])=[O:28])=[O:23])=[N:20][CH:21]=2)[CH:15]=1 |f:0.1|. The solvent is CO (MeOH). Reported procedure: A 3M aqueous solution of NaOH (0.15 mL, 0.44 mmol) was added to a THF (1.8 mL) and MeOH (2 mL) solution of ethyl 3-(5-(5-methoxy-2-(((4′-(trifluoromethyl)-[1,1′-biphenyl]-4-yl)amino)methyl)phenyl)picolinamido)propanoate (85 mg, 0.15 mmol) and the resulting mixture was stirred at room temperature. After 2 h the resulting mixture was concentrated in vacuo, suspended in water, and acidified with 2 M HCl. The resulting precipitate was filtered off and dried in vacuo to yield the title compound.